Dataset: the Open Reaction Database (ORD), a public repository of structured organic reaction records. Task: describe an organic reaction: reactants, conditions, products, and yield Starting materials: 4-substituted-pyrrole-2-carbaldehyde, N1C(=CC=C1)C#N (pyrrole-2-carbonitrile), C(C)(C)(C)Cl (t-butyl chloride), [Al] (aluminum). The reagents and catalysts are [Cl-].[Ga+3].[Cl-].[Cl-] (gallium chloride). Yields the product C(C)(C)(C)C=1C=C(NC1)C#N (4-t-butyl-pyrrole-2-carbonitrile), C(C)(C)(C)C1=CC=C(N1)C#N (5-t-butyl-pyrrole-2-carbonitrile). Reaction SMILES: [NH:1]1[CH:5]=[CH:4][CH:3]=[C:2]1[C:6]#[N:7].[C:8](Cl)([CH3:11])([CH3:10])[CH3:9].[Al]>[Cl-].[Ga+3].[Cl-].[Cl-]>[C:8]([C:4]1[CH:3]=[C:2]([C:6]#[N:7])[NH:1][CH:5]=1)([CH3:11])([CH3:10])[CH3:9].[C:8]([C:5]1[NH:1][C:2]([C:6]#[N:7])=[CH:3][CH:4]=1)([CH3:11])([CH3:10])[CH3:9] |f:3.4.5.6|. Reported procedure: Friedel-Crafts alkylation reactions have been utilized by prior workers to synthesize 4-substituted-pyrrole-2-carbaldehyde compounds. For example, Anderson et.al. (Can. J. Chem. 56, 654-657 (1978)) reacted pyrrole-2-carbonitrile with t-butyl chloride in the presence of aluminum or gallium chloride catalysts, to obtain either 4-t-butyl-pyrrole-2-carbonitrile, or 5-t-butyl-pyrrole-2-carbonitrile. Each of the two isomers of the t-butyl-pyrrole-2-carbonitriles were then reduced to the corresponding ...